This data is from the Open Reaction Database (ORD), a public repository of structured organic reaction records. The task is: describe an organic reaction: reactants, conditions, products, and yield Starting materials: NC1[C@@H]2N(C(=C(CS2)COC(N)=O)C(=O)O)C1=O (7-amino-3-carbamoyloxymethyl-3-cephem-4-carboxylic acid), CN(C=O)C (N,N-Dimethylformamide), P(=O)(Cl)(Cl)Cl (phosphoryl chloride), C(=O)NC=1SC=C(N1)C(C(=O)O)=NOCCOC=O (2-(2-formamidothiazol-4-yl)-2-(2-formyloxyethoxyimino)acetic acid). Run in O (water), CC(=O)C (acetone), C(C)N(CC)CC (triethylamine), C(C)(=O)OCC (ethyl acetate). Run at time 30 minute. The product is C(=O)NC=1SC=C(N1)C(C(=O)NC1[C@@H]2N(C(=C(CS2)COC(N)=O)C(=O)O)C1=O)=NOCCOC=O (7-{2-(2-formamidothiazol-4-yl)-2-(2-formyloxyethoxyimino)-acetamido}-3-carbamoyloxymethyl-3-cephem-4-carboxylic acid). The yield is 35.3%. Reaction SMILES: CN(C)C=O.P(Cl)(Cl)(Cl)=O.[CH:11]([NH:13][C:14]1[S:15][CH:16]=[C:17]([C:19](=[N:23][O:24][CH2:25][CH2:26][O:27][CH:28]=[O:29])[C:20]([OH:22])=O)[N:18]=1)=[O:12].[NH2:30][CH:31]1[C:46](=[O:47])[N:33]2[C:34]([C:43]([OH:45])=[O:44])=[C:35]([CH2:38][O:39][C:40](=[O:42])[NH2:41])[CH2:36][S:37][C@H:32]12>O.CC(C)=O.C(N(CC)CC)C.C(OCC)(=O)C>[CH:11]([NH:13][C:14]1[S:15][CH:16]=[C:17]([C:19](=[N:23][O:24][CH2:25][CH2:26][O:27][CH:28]=[O:29])[C:20]([NH:30][CH:31]2[C:46](=[O:47])[N:33]3[C:34]([C:43]([OH:45])=[O:44])=[C:35]([CH2:38][O:39][C:40](=[O:42])[NH2:41])[CH2:36][S:37][C@H:32]23)=[O:22])[N:18]=1)=[O:12]. Reported procedure: N,N-Dimethylformamide (0.4 g.), dry ethyl acetate (11.6 ml.), phosphoryl chloride (0.9 g.) and 2-(2-formamidothiazol-4-yl)-2-(2-formyloxyethoxyimino)acetic acid (syn isomer, 1.6 g.) were treated in a similar manner to that of Example 1-(1) to give an activated acid solution. On the other hand, a suspension of 7-amino-3-carbamoyloxymethyl-3-cephem-4-carboxylic acid (1.5 g.) in a mixture of water (10 ml.) and acetone (20 ml.) was adjusted to pH 8.0 with triethylamine at -3° C. The activated acid s... Starting materials: N1=CC=CC=2C(=CC=CC12)C(=O)OC (Methyl quinoline-5-carboxylate). Reagents/catalysts: [Pt]=O (platinum oxide). The solvent is C(=O)(C(F)(F)F)O (TFA). Run at time 8 hour. The product is N1=CC=CC=2C(CCCC12)C(=O)OC (methyl 5,6,7,8-tetrahydroquinoline-5-carboxylate). RXN SMILES: [N:1]1[C:10]2[CH:9]=[CH:8][CH:7]=[C:6]([C:11]([O:13][CH3:14])=[O:12])[C:5]=2[CH:4]=[CH:3][CH:2]=1>C(O)(C(F)(F)F)=O.[Pt]=O>[N:1]1[C:10]2[CH2:9][CH2:8][CH2:7][CH:6]([C:11]([O:13][CH3:14])=[O:12])[C:5]=2[CH:4]=[CH:3][CH:2]=1. Procedure: Methyl quinoline-5-carboxylate (3.67 g, 19.61 mmol) was dissolved in TFA (60 ml) and added platinum oxide (0.49 g, 2.16 mmol) then hydrogenated at room temperature overnight. Filtered off the catalyst and evaporated to dryness. The residue was chromatographed through a 120 g ISCO Redi-sep column and eluted with 5% of (10% NH4OH in MeOH) in DCM to yield methyl 5,6,7,8-tetrahydroquinoline-5-carboxylate 1H-NMR (600 MHz, CDCl3): δ ppm 8.42 (d, J=3.7 Hz, 1H), 7.485 (d, J=7.7 Hz, 1H), 7.06-7.08 (m, 1H...